This data is from the Open Reaction Database (ORD), a public repository of structured organic reaction records. The task is: describe an organic reaction: reactants, conditions, products, and yield Reactants: CN(S(=O)(=O)N1C(=NC(=C1)C(O)C1=C(C=CC=C1F)CC)[Si](C)(C)C(C)(C)C)C (rac-2-(tert-butyl-dimethyl-silanyl)-4-[(2-ethyl-6-fluoro-phenyl)-hydroxy-methyl]-imidazole-1-sulfonic acid dimethylamide), C(C)[SiH](CC)CC (triethylsilane), FC(C(=O)O)(F)F (trifluoroacetic acid). The solvent is ClCCl (dichloromethane). Yields the product C(C)C1=C(CC=2N=CNC2)C(=CC=C1)F (4-(2-Ethyl-6-fluoro-benzyl)-1H-imidazole). Reaction SMILES: CN(C)S([N:6]1[CH:10]=[C:9]([CH:11]([C:13]2[C:18]([F:19])=[CH:17][CH:16]=[CH:15][C:14]=2[CH2:20][CH3:21])O)[N:8]=[C:7]1[Si](C(C)(C)C)(C)C)(=O)=O.C([SiH](CC)CC)C.FC(F)(F)C(O)=O>ClCCl>[CH2:20]([C:14]1[CH:15]=[CH:16][CH:17]=[C:18]([F:19])[C:13]=1[CH2:11][C:9]1[N:8]=[CH:7][NH:6][CH:10]=1)[CH3:21]. Reported procedure: Prepared in analogy to Example 57(e) from rac-2-(tert-butyl-dimethyl-silanyl)-4-[(2-ethyl-6-fluoro-phenyl)-hydroxy-methyl]-imidazole-1-sulfonic acid dimethylamide, triethylsilane and trifluoroacetic acid in dichloromethane in a pressure tube at 100° C. for 16 h. White crystalline solid. MS (ISP): 205.3 ([M+H]+). Reactants: Cl.NO (hydroxylamine hydrochloride), CC=1C(C(=C(C(C1)=O)C)C)=O (trimethylbenzoquinone). The solvent is O (water), CO (methanol), O (water). Reaction conditions: time 2 hour. The product is CC=1C(C(=CC(C1C)=NO)C)=O (2,3,6-Trimethylbenzoquinone-4-oxime). The yield is 66.9%. As a reaction SMILES: Cl.[NH2:2][OH:3].[CH3:4][C:5]1[C:6](=[O:14])[C:7]([CH3:13])=[C:8]([CH3:12])[C:9](=O)[CH:10]=1>O.CO>[CH3:13][C:7]1[C:6](=[O:14])[C:5]([CH3:4])=[CH:10][C:9](=[N:2][OH:3])[C:8]=1[CH3:12] |f:0.1|. Reported procedure: A solution of 7.04 g of hydroxylamine hydrochloride in 30 ml of water was added at room temperature to a solution of 16.9 g of trimethylbenzoquinone [prepared as described in step (a) above] in 150 ml of methanol, and the resulting mixture was stirred for 2 hours, after which it was allowed to stand for 2 days. At the end of this time, the reaction mixture was diluted with 1000 ml of water. The precipitate which separated out was collected by filtration and recrystallized from a mixture of ethyl... Starting materials: ClC=1C=C(C=CC1F)[Mg]Br ((3-chloro-4-fluorophenyl)magnesium bromide), solution, COC=1C=C(CN2CCC(CC2)=O)C=CC1 (1-(3-methoxybenzyl)piperidin-4-one). The yield is 26.0%. Reaction conditions: time 3 hour. As a reaction SMILES: [Cl:1][C:2]1[CH:3]=[C:4]([Mg]Br)[CH:5]=[CH:6][C:7]=1[F:8].[CH3:11][O:12][C:13]1[CH:14]=[C:15]([CH:24]=[CH:25][CH:26]=1)[CH2:16][N:17]1[CH2:22][CH2:21][C:20](=[O:23])[CH2:19][CH2:18]1>O1CCCC1>[Cl:1][C:2]1[CH:3]=[C:4]([C:20]2([OH:23])[CH2:19][CH2:18][N:17]([CH2:16][C:15]3[CH:24]=[CH:25][CH:26]=[C:13]([O:12][CH3:11])[CH:14]=3)[CH2:22][CH2:21]2)[CH:5]=[CH:6][C:7]=1[F:8]. Procedure details: To (3-chloro-4-fluorophenyl)magnesium bromide (6.8 ml of a 0.5 M solution in tetrahydrofuran, 3.4 mmol) was added a solution of 1-(3-methoxybenzyl)piperidin-4-one (500 mg, 2.28 mmol) from Step B of Example 12 in tetrahydrofuran (10 mL). The reaction mixture was stirred at ambient temperature for 3 h and then was quenched with saturated ammonium chloride. The mixture was extracted with ethyl acetate (2×) and the combined organics were washed with brine, dried over sodium sulfate and concentrated ... Yields the product ClC=1C=C(C=CC1F)C1(CCN(CC1)CC1=CC(=CC=C1)OC)O (4-(3-chloro-4-fluorophenyl)-1-(3-methoxybenzyl)piperidin-4-ol). The solvent is O1CCCC1 (tetrahydrofuran), O1CCCC1 (tetrahydrofuran).